From a dataset of the Open Reaction Database (ORD), a public repository of structured organic reaction records. describe an organic reaction: reactants, conditions, products, and yield Starting materials: CN1CCN(c2ccc(CNC(=O)c3n[nH]cc3-c3cccc(OCc4ccccc4)c3)cc2)CC1, CO. Yields the product CN1CCN(c2ccc(CNC(=O)c3n[nH]cc3-c3cccc(O)c3)cc2)CC1. As a reaction SMILES: [CH3:1][N:2]1[CH2:3][CH2:4][N:5]([c:8]2[cH:9][cH:10][c:11]([CH2:12][NH:13][C:14](=[O:15])[c:16]3[n:17][nH:18][cH:19][c:20]3-[c:21]3[cH:22][c:23]([O:27][CH2:28][c:29]4[cH:30][cH:31][cH:32][cH:33][cH:34]4)[cH:24][cH:25][cH:26]3)[cH:35][cH:36]2)[CH2:6][CH2:7]1.[CH3:37][OH:38]>>[CH3:1][N:2]1[CH2:3][CH2:4][N:5]([c:8]2[cH:9][cH:10][c:11]([CH2:12][NH:13][C:14](=[O:15])[c:16]3[n:17][nH:18][cH:19][c:20]3-[c:21]3[cH:22][c:23]([OH:27])[cH:24][cH:25][cH:26]3)[cH:35][cH:36]2)[CH2:6][CH2:7]1. Reactants: CC(C)(C)c1cccc(C(C)(C)C)n1, Nc1ccc(I)cc1Cl, O=C(Cl)C(=O)Cl, ClCCl, CN(C)C=O, CC(O)(C(=O)O)C(F)(F)F. The product is CC(O)(C(=O)Nc1ccc(I)cc1Cl)C(F)(F)F. Reaction SMILES: [C:26]([c:27]1[cH:28][cH:29][cH:30][c:31]([C:32]([CH3:33])([CH3:34])[CH3:35])[n:36]1)([CH3:37])([CH3:38])[CH3:39].[Cl:17][c:18]1[c:19]([NH2:20])[cH:21][cH:22][c:23]([I:25])[cH:24]1.[Cl:1][C:2]([C:3]([Cl:4])=[O:5])=[O:6].[Cl:40][CH2:41][Cl:42].[O:43]=[CH:44][N:45]([CH3:46])[CH3:47].[OH:7][C:8]([C:9](=[O:10])[OH:11])([C:12]([F:13])([F:14])[F:15])[CH3:16]>>[OH:7][C:8]([C:9](=[O:10])[NH:20][c:19]1[c:18]([Cl:17])[cH:24][c:23]([I:25])[cH:22][cH:21]1)([C:12]([F:13])([F:14])[F:15])[CH3:16]. The reactants are NC=1SC=C(N1)C1=CC(=C(C(=C1)[N+](=O)[O-])O)OC (4-(2-amino-4-thiazolyl)-2-methoxy-6-nitrophenol), B(Br)(Br)Br (boron tribromide). The solvent is C(Cl)Cl (methylene chloride). Reaction conditions: time 1 hour. Yields the product Br.NC=1SC=C(N1)C1=CC(=C(C(O)=C1)O)[N+](=O)[O-] (5-(2-amino-4-thiazolyl)-3-nitropyrocatechol hydrobromide). Reaction SMILES: [NH2:1][C:2]1[S:3][CH:4]=[C:5]([C:7]2[CH:12]=[C:11]([N+:13]([O-:15])=[O:14])[C:10]([OH:16])=[C:9]([O:17]C)[CH:8]=2)[N:6]=1.B(Br)(Br)[Br:20]>C(Cl)Cl>[BrH:20].[NH2:1][C:2]1[S:3][CH:4]=[C:5]([C:7]2[CH:8]=[C:9]([OH:17])[C:10]([OH:16])=[C:11]([N+:13]([O-:15])=[O:14])[CH:12]=2)[N:6]=1 |f:3.4|. Procedure: A suspension of 267.3 mg of 4-(2-amino-4-thiazolyl)-2-methoxy-6-nitrophenol in 10 ml of dry methylene chloride is treated at -20° with 1.25 g of boron tribromide. After the addition the mixture is stirred at -20° for a further 1 hour and at room temperature without cooling for 18 hours. The reaction mixture is then evaporated, the residue is treated cautiously with water and stirred at 50° for 30 minutes. After cooling to room temperature the mixture is suction filtered and the crude product is ... Reactants: COc1cc(OC)nc(Oc2cccc3c2C(=O)OC3OC)n1, Cl, C1CCOC1. Product: COc1cc(OC)nc(Oc2cccc3c2C(=O)OC3O)n1. Reaction SMILES: [CH3:1][O:2][c:3]1[n:4][c:5]([O:11][c:12]2[cH:13][cH:14][cH:15][c:16]3[c:21]2[C:19](=[O:20])[O:18][CH:17]3[O:22][CH3:23])[n:6][c:7]([O:9][CH3:10])[cH:8]1.[ClH:24].[O:25]1[CH2:26][CH2:27][CH2:28][CH2:29]1>>[CH3:1][O:2][c:3]1[n:4][c:5]([O:11][c:12]2[cH:13][cH:14][cH:15][c:16]3[c:21]2[C:19](=[O:20])[O:18][CH:17]3[OH:22])[n:6][c:7]([O:9][CH3:10])[cH:8]1. Starting materials: CC1=CC=C(C=C1)CC(C)=O (4-methylphenylacetone), C=O (paraformaldehyde), Cl.CNC (dimethylamine hydrochloride). Run in CO (MeOH), O (water). Yields the product CN(CC(C(C)=O)C1=CC=C(C=C1)C)C (4-dimethylamino-3-p-tolyl-butan-2-one). RXN SMILES: [CH3:1][C:2]1[CH:7]=[CH:6][C:5]([CH2:8][C:9](=[O:11])[CH3:10])=[CH:4][CH:3]=1.[CH2:12]=O.Cl.[CH3:15][NH:16][CH3:17]>CO.O>[CH3:15][N:16]([CH3:12])[CH2:17][CH:8]([C:5]1[CH:6]=[CH:7][C:2]([CH3:1])=[CH:3][CH:4]=1)[C:9](=[O:11])[CH3:10] |f:2.3|. Procedure: A mixture of 4-methylphenylacetone (3.01 g), paraformaldehyde (0.489 g) and dimethylamine hydrochloride (1.49 g) in MeOH (2 ml) is stirred under reflux for 3 h. The reaction mixture is diluted with 20 ml of water and the product is extracted with two portions of ether. After addition of 1 M aqueous NaOH solution, the aqueous layer is extracted with two more portions of ether. The combined organic layers are dried (Na2SO4) and the solvent is evaporated to obtain 4-dimethylamino-3-p-tolyl-butan-2-... Starting materials: BrC=1C=C(C=NC1)C#N (5-bromo-3-cyanopyridine), [I-].[Na+] (sodium iodide), CN[C@H]1[C@@H](CCCC1)NC (trans-N,N′-dimethylcyclohexane-1,2-diamine). Reagents/catalysts: [Cu]I (copper(I) iodide). Run in O1CCOCC1 (1,4-dioxane). Run at temperature 120 celsius. The product is IC=1C=NC=C(C1)[N+]#[C-] (3-iodo-5-isocyanopyridine). Reaction SMILES: BrC1C=C(C#N)C=NC=1.[I-:10].[Na+].[CH3:12][NH:13][C@@H:14]1[CH2:19][CH2:18]CC[C@H:15]1[NH:20][CH3:21]>O1CCOCC1.[Cu]I>[I:10][C:18]1[CH:21]=[N:20][CH:15]=[C:14]([N+:13]#[C-:12])[CH:19]=1 |f:1.2|. Reported procedure: To the reaction mixture of 5-bromo-3-cyanopyridine (3 g, 15.9 mmol, 1 eq), sodium iodide (4.77 g, 2 eq), copper(I) iodide (303 mg, 0.1 eq) in anhydrous 1,4-dioxane (40 mL) under nitrogen atmosphere was added trans-N,N′-dimethylcyclohexane-1,2-diamine (0.52 mL, 0.2 eq). After the reaction mixture was heated at 120° C. for 16 hours, it was cooled to room temperature and partitioned between aqueous ammonium chloride and ethyl acetate. The organic layer was isolated, washed with saturated aqueous so...